This data is from the Open Reaction Database (ORD), a public repository of structured organic reaction records. The task is: describe an organic reaction: reactants, conditions, products, and yield The reactants are CCCCCC(C=O)c1ccc2c(c1)N(C(=O)OC(C)(C)C)CCC2(C)C, C1CCOC1, C[Si](C)(C)[N-][Si](C)(C)C, COC(=O)c1ccc(CP(=O)(OC)OC)cc1, [Li+]. Product: CCCCCC(C=Cc1ccc(C(=O)OC)cc1)c1ccc2c(c1)N(C(=O)OC(C)(C)C)CCC2(C)C. RXN SMILES: [C:28]([CH3:29])([CH3:30])([CH3:31])[O:32][C:33](=[O:34])[N:35]1[CH2:36][CH2:37][C:38]([CH3:53])([CH3:54])[c:39]2[cH:40][cH:41][c:42]([CH:45]([CH2:46][CH2:47][CH2:48][CH2:49][CH3:50])[CH:51]=[O:52])[cH:43][c:44]21.[CH2:55]1[O:56][CH2:57][CH2:58][CH2:59]1.[CH3:18][Si:19]([N-:20][Si:21]([CH3:22])([CH3:23])[CH3:24])([CH3:25])[CH3:26].[CH3:1][O:2][C:3]([c:4]1[cH:5][cH:6][c:7]([CH2:10][P:11]([O:12][CH3:13])([O:14][CH3:15])=[O:16])[cH:8][cH:9]1)=[O:17].[Li+:27]>>[CH3:1][O:2][C:3]([c:4]1[cH:5][cH:6][c:7]([CH:10]=[CH:51][CH:45]([c:42]2[cH:41][cH:40][c:39]3[c:44]([cH:43]2)[N:35]([C:33]([O:32][C:28]([CH3:29])([CH3:30])[CH3:31])=[O:34])[CH2:36][CH2:37][C:38]3([CH3:53])[CH3:54])[CH2:46][CH2:47][CH2:48][CH2:49][CH3:50])[cH:8][cH:9]1)=[O:17]. The product is C(C)(C)(C)OC(=O)N[C@@H]1CC[C@H](CC1)N(S(=O)(=O)C)C (N-tert-butoxycarbonyl-N′-methyl-N′-methylsulfonyl-trans-1,4-cyclohexanediamine). Reaction SMILES: [CH3:1][S:2](Cl)(=[O:4])=[O:3].C(Cl)Cl.[C:9]([O:13][C:14]([NH:16][C@H:17]1[CH2:22][CH2:21][C@H:20]([NH:23][CH3:24])[CH2:19][CH2:18]1)=[O:15])([CH3:12])([CH3:11])[CH3:10].C(=O)([O-])O.[Na+]>O.C(N(CC)CC)C>[C:9]([O:13][C:14]([NH:16][C@H:17]1[CH2:18][CH2:19][C@H:20]([N:23]([CH3:24])[S:2]([CH3:1])(=[O:4])=[O:3])[CH2:21][CH2:22]1)=[O:15])([CH3:12])([CH3:11])[CH3:10] |f:3.4|. Procedure details: 254 μl of methanesulfonyl chloride was added to a methylene chloride solution containing 500 mg of N-tert-butoxycarbonyl-N′-methyl-trans-1,4-cyclohexanediamine (Reference Example 10-14 (1)) and 763 μl of triethylamine, and the mixture was stirred at room temperature for 14 hours. To the reaction mixture were added water, followed by an aqueous saturated sodium hydrogencarbonate solution, and the mixture was extracted with ethyl acetate. The extract was-washed with an aqueous saturated sodium hyd... Run in C(C)N(CC)CC (triethylamine), O (water). Conditions: time 14 hour. Starting materials: C(C)(C)(C)OC(=O)N[C@@H]1CC[C@H](CC1)NC (N-tert-butoxycarbonyl-N′-methyl-trans-1,4-cyclohexanediamine), Example 10-14 ( 1 ), C(O)([O-])=O.[Na+] (sodium hydrogencarbonate), CS(=O)(=O)Cl (methanesulfonyl chloride), C(Cl)Cl (methylene chloride).